This data is from the Open Reaction Database (ORD), a public repository of structured organic reaction records. The task is: describe an organic reaction: reactants, conditions, products, and yield Starting materials: OCC(CO)CO (2-(hydroxymethyl)-1,3-propanediol), CC(=O)C (acetone), Cl(=O)(=O)(=O)O (perchloric acid), N (ammonia). Conditions: time 21 hour. The product is CC1(OCC(CO1)CO)C ((2,2-dimethyl-1,3-dioxan-5-yl)methanol). Yield: 85.8%. As a reaction SMILES: [OH:1][CH2:2][CH:3]([CH2:6][OH:7])[CH2:4][OH:5].[CH3:8][C:9]([CH3:11])=O.Cl(O)(=O)(=O)=O.N>>[CH3:8][C:9]1([CH3:11])[O:5][CH2:4][CH:3]([CH2:6][OH:7])[CH2:2][O:1]1. Reported procedure: A mixture of 2-(hydroxymethyl)-1,3-propanediol (4.09 g, 38.5 mmol), acetone (130 ml, 1768 mmol) and 70% perchloric acid (1.37 g, 9.55 mmol) was stirred at room temperature for 21 hours. After the pH of the reaction mixture was adjusted with concentrated aqueous ammonia to 9, the reaction mixture was concentrated. The residue was purified by silica gel column chromatography (silica gel: 100 g, elution solvent: heptane, heptane/ethyl acetate=1/3) to obtain the title compound (4.83 g, yield: 85.8%)... The reactants are C(C)(=O)OCC1=NC(=CC=C1)C(=O)N1CCOCC1 (6-(morpholin-4-carbonyl)pyridin-2-ylmethyl acetate), [OH-].[K+] (potassium hydroxide). Run in C(C)O (ethanol). Yields the product OCC1=CC=CC(=N1)C(=O)N1CCOCC1 ((6-hydroxymethyl-pyridin-2-yl)morpholin-4-ylmethanone). Isolated yield 55.8%. Reaction SMILES: C([O:4][CH2:5][C:6]1[CH:11]=[CH:10][CH:9]=[C:8]([C:12]([N:14]2[CH2:19][CH2:18][O:17][CH2:16][CH2:15]2)=[O:13])[N:7]=1)(=O)C.[OH-].[K+]>C(O)C>[OH:4][CH2:5][C:6]1[N:7]=[C:8]([C:12]([N:14]2[CH2:15][CH2:16][O:17][CH2:18][CH2:19]2)=[O:13])[CH:9]=[CH:10][CH:11]=1 |f:1.2|. Reported procedure: To 1.13 g of 6-(morpholin-4-carbonyl)pyridin-2-ylmethyl acetate, 233 mg of potassium hydroxide and 1.5 mL of ethanol were added, and the mixture was heated to reflux for 4 hours. The reaction mixture was concentrated under reduced pressure, water was added to the residue, and extracted with chloroform. The organic layer was washed with brine, dried over anhydrous magnesium sulfate, and then the solvent was removed off in vacuo. The residue was purified by chromatography on silica gel (chloroform...